From a dataset of the Open Reaction Database (ORD), a public repository of structured organic reaction records. describe an organic reaction: reactants, conditions, products, and yield Reactants: OCC1NC(C2N(C1=O)CCNC2)=O (3-(hydroxymethyl)tetrahydro-2H-pyrazino[1,2-a]pyrazine-1,4(3H,6H)-dione), Cl (HCl), B.C1CCOC1 (BH3-THF). Run at temperature 80 celsius. Procedure details: To a flask containing (3S,9aS or 9aR)-3-(hydroxymethyl)tetrahydro-2H-pyrazino[1,2-a]pyrazine-1,4(3H,6H)-dione (D83, 217 mg) was added 1M BH3-THF solution (10.9 mL) and the reaction was brought to reflux (80° C.) overnight. The reaction flask was cooled to 0° C. and treated with 20 mL of MeOH and conc. HCl (2.5 mL). The resulting solution was heated to 60° C. for 4 h. The reaction was checked by direct MS (m/z=172 (M+1), 184 (M+BH3)). The reaction mixture was purified by SCX, obtaining 174 mg of ... Run in CO (MeOH). Product: C1C2N(CC(N1)CO)CCNC2 (octahydro-2H-pyrazino[1,2-a]pyrazin-3-ylmethanol). Isolated yield 93.3%. Reaction SMILES: [OH:1][CH2:2][CH:3]1[C:8](=O)[N:7]2[CH2:10][CH2:11][NH:12][CH2:13][CH:6]2[C:5](=O)[NH:4]1.B.C1COCC1.Cl>CO>[CH2:5]1[NH:4][CH:3]([CH2:2][OH:1])[CH2:8][N:7]2[CH2:10][CH2:11][NH:12][CH2:13][CH:6]12 |f:1.2|. Yields the product CN(C=C(C(=O)OCC)S(=O)(=O)C)C (Ethyl 3-Dimethylamino-2-methylsulphonylacrylate). RXN SMILES: [CH3:1][S:2]([CH2:5][C:6]([O:8][CH2:9][CH3:10])=[O:7])(=[O:4])=[O:3].CO[CH:13](OC)[N:14]([CH3:16])[CH3:15]>>[CH3:13][N:14]([CH3:16])[CH:15]=[C:5]([S:2]([CH3:1])(=[O:4])=[O:3])[C:6]([O:8][CH2:9][CH3:10])=[O:7]. Reactants: CS(=O)(=O)CC(=O)OCC (ethyl methanesulphonylacetate), COC(N(C)C)OC (N,N-dimethylformamide dimethyl acetal). Run at temperature 85 celsius. Procedure details: 6.65 g (40 mmol) of ethyl methanesulphonylacetate and 5.72 g (48 mmol) of N,N-dimethylformamide dimethyl acetal are admixed and heated at 85° C. overnight. The solution is concentrated using a rotary evaporator, and the solid is comminuted with cyclohexane and filtered off with suction.